Dataset: the Open Reaction Database (ORD), a public repository of structured organic reaction records. Task: describe an organic reaction: reactants, conditions, products, and yield The reactants are CC1(C)CC=C(c2cc(C3CCN(C(=O)OC(C)(C)C)CC3)ccc2N)CC1, C[Si](C)(C)CCOCn1cc(C#N)nc1C(=O)[O-], CCN(C(C)C)C(C)C, ClCCl, [K+]. Product: CC1(C)CC=C(c2cc(C3CCN(C(=O)OC(C)(C)C)CC3)ccc2NC(=O)c2nc(C#N)cn2COCC[Si](C)(C)C)CC1. Reaction SMILES: [C:1]([CH3:2])([CH3:3])([CH3:4])[O:5][C:6](=[O:7])[N:8]1[CH2:9][CH2:10][CH:11]([c:14]2[cH:15][c:16]([C:21]3=[CH:22][CH2:23][C:24]([CH3:27])([CH3:28])[CH2:25][CH2:26]3)[c:17]([NH2:20])[cH:18][cH:19]2)[CH2:12][CH2:13]1.[C:30](#[N:31])[c:32]1[n:33][c:34]([C:45](=[O:46])[O-:47])[n:35]([CH2:37][O:38][CH2:39][CH2:40][Si:41]([CH3:42])([CH3:43])[CH3:44])[cH:36]1.[CH:48]([N:49]([CH2:50][CH3:51])[CH:52]([CH3:53])[CH3:54])([CH3:55])[CH3:56].[Cl:57][CH2:58][Cl:59].[K+:29]>>[C:1]([CH3:2])([CH3:3])([CH3:4])[O:5][C:6](=[O:7])[N:8]1[CH2:9][CH2:10][CH:11]([c:14]2[cH:15][c:16]([C:21]3=[CH:22][CH2:23][C:24]([CH3:27])([CH3:28])[CH2:25][CH2:26]3)[c:17]([NH:20][C:45]([c:34]3[n:33][c:32]([C:30]#[N:31])[cH:36][n:35]3[CH2:37][O:38][CH2:39][CH2:40][Si:41]([CH3:42])([CH3:43])[CH3:44])=[O:46])[cH:18][cH:19]2)[CH2:12][CH2:13]1. Starting materials: N#CCCCBr, O=C([O-])[O-], CC#N, O=C1c2ccccc2C(=O)N1CCCNC1CCCc2ccccc21, [I-], [K+], [K+], [K+]. The product is N#CCCCN(CCCN1C(=O)c2ccccc2C1=O)C1CCCc2ccccc21. Reaction SMILES: [Br:34][CH2:35][CH2:36][CH2:37][C:38]#[N:39].[C:26](=[O:27])([O-:28])[O-:29].[CH3:40][C:41]#[N:42].[CH:1]1([NH:11][CH2:12][CH2:13][CH2:14][N:15]2[C:16](=[O:25])[c:17]3[c:18]([cH:21][cH:22][cH:23][cH:24]3)[C:19]2=[O:20])[CH2:2][CH2:3][CH2:4][c:5]2[cH:6][cH:7][cH:8][cH:9][c:10]21.[I-:33].[K+:30].[K+:31].[K+:32]>>[CH:1]1([N:11]([CH2:12][CH2:13][CH2:14][N:15]2[C:16](=[O:25])[c:17]3[c:18]([cH:21][cH:22][cH:23][cH:24]3)[C:19]2=[O:20])[CH2:35][CH2:36][CH2:37][C:38]#[N:39])[CH2:2][CH2:3][CH2:4][c:5]2[cH:6][cH:7][cH:8][cH:9][c:10]21. Reactants: BrC1=CC=C(C=C1)C1=NN(C(=C1)O)C (3-(4-bromophenyl)-5-hydroxy-1-methylpyrazole), C([O-])([O-])=O.[K+].[K+] (potassium carbonate), CI (methyl iodide). The solvent is CC(=O)C (acetone). Product: BrC1=CC=C(C=C1)C1=NN(C(=C1)OC)C (3-(4-bromophenyl)-5-methoxy-1-methypyrazole). Isolated yield 22.4%. RXN SMILES: [Br:1][C:2]1[CH:7]=[CH:6][C:5]([C:8]2[CH:12]=[C:11]([OH:13])[N:10]([CH3:14])[N:9]=2)=[CH:4][CH:3]=1.[C:15](=O)([O-])[O-].[K+].[K+].CI>CC(C)=O>[Br:1][C:2]1[CH:3]=[CH:4][C:5]([C:8]2[CH:12]=[C:11]([O:13][CH3:15])[N:10]([CH3:14])[N:9]=2)=[CH:6][CH:7]=1 |f:1.2.3|. Reported procedure: A mixture of 3-(4-bromophenyl)-5-hydroxy-1-methylpyrazole (2.5 g), acetone (200 ml), potassium carbonate (1.6 g) and methyl iodide (1.4 g) was heated at reflux for 2 hours. The mixture was filtered and the filtrate was evaporated. The residue was purified by flash column chromatography on silica gel using 10% ethyl acetate/toluene as eluent to give 3-(4-bromophenyl)-5-methoxy-1-methypyrazole (590 mg) as a solid, m.p. 71°-73° C.; NMR: 3.6(3H,s), 3.9(3H,s), 6.2(1H,s), 7.5-7.6(2H,d) and 7.6-7.7(2H,... Starting materials: C(CCCCCCCO)O (1,8-octanediol), FC1=CC=C(COCCCCCCCC(=O)O)C=C1 (8-(4-fluoro-benzyloxy)-octanoic acid), Cl.Cl.C(C1=CC=CC=C1)OC(C[C@H](CN(C)C)N)=O ((R)-3-amino-4-dimethylamino-butyric acid benzyl ester dihydrochloride), FC1=CC=C(CBr)C=C1 (4-fluorobenzyl bromide), FC1=CC=C(COCCCCCCCCO)C=C1 (8-(4-fluoro-benzyloxy)-octan-1-ol). Product: C(C1=CC=CC=C1)OC(C[C@H](CN(C)C)NC(CCCCCCCOCC1=CC=C(C=C1)F)=O)=O ((R)-3-[8-(4-fluoro-benzyloxy)-octanoylamino]-4-dimethylamino-butyric acid benzyl ester). As a reaction SMILES: C(O)CCCCCCCO.FC1C=CC(CBr)=CC=1.[F:20][C:21]1[CH:37]=[CH:36][C:24]([CH2:25][O:26][CH2:27][CH2:28][CH2:29][CH2:30][CH2:31][CH2:32][CH2:33][CH2:34][OH:35])=[CH:23][CH:22]=1.FC1C=CC(COCCCCCCCC(O)=O)=CC=1.Cl.Cl.[CH2:59]([O:66][C:67](=[O:75])[CH2:68][C@@H:69]([NH2:74])[CH2:70][N:71]([CH3:73])[CH3:72])[C:60]1[CH:65]=[CH:64][CH:63]=[CH:62][CH:61]=1>>[CH2:59]([O:66][C:67](=[O:75])[CH2:68][C@@H:69]([NH:74][C:34](=[O:35])[CH2:33][CH2:32][CH2:31][CH2:30][CH2:29][CH2:28][CH2:27][O:26][CH2:25][C:24]1[CH:23]=[CH:22][C:21]([F:20])=[CH:37][CH:36]=1)[CH2:70][N:71]([CH3:72])[CH3:73])[C:60]1[CH:65]=[CH:64][CH:63]=[CH:62][CH:61]=1 |f:4.5.6|. Reported procedure: The title compound, m/e=397.4 ([M+H]+), was produced in analogy with intermediate 1, steps 1 to 4. Thus, 1,8-octanediol was alkylated in step 1 with 4-fluorobenzyl bromide, leading to 8-(4-fluoro-benzyloxy)-octan-1-ol, which was oxidized in step 2 to 8-(4-fluoro-benzyloxy)-octanoic acid. This was coupled in step 3 with (R)-3-amino-4-dimethylamino-butyric acid benzyl ester dihydrochloride to produce (R)-3-[8-(4-fluoro-benzyloxy)-octanoylamino]-4-dimethylamino-butyric acid benzyl ester, which was ... The reactants are CN(C)\C=N\C(C(=O)OCC)=S (ethyl {[(1E)-(dimethylamino)methylidene]amino}(thioxo)acetate), N1=CC=CC=C1 (pyridine), NOS(O)(=O)=O ((aminooxy)(hydroxy)sulfane dioxide). The solvent is C(C)O (Ethanol), C(C)O (Ethanol). Reaction conditions: temperature 25 celsius, time 48 hour. Yields the product S1N=CN=C1C(=O)OCC (Ethyl 1,2,4-thiadiazole-5-carboxylate). Reaction SMILES: C[N:2](/[CH:4]=[N:5]/[C:6](=[S:12])[C:7]([O:9][CH2:10][CH3:11])=[O:8])C.N1C=CC=CC=1.NOS(=O)(=O)O>C(O)C>[S:12]1[C:6]([C:7]([O:9][CH2:10][CH3:11])=[O:8])=[N:5][CH:4]=[N:2]1. Reported procedure: To ethyl {[(1E)-(dimethylamino)methylidene]amino}(thioxo)acetate (I78) (1.42 g, 7.54 mmol) and pyridine (1.220 mL, 15.09 mmol) dissolved in Ethanol (20 mL) was added (aminooxy)(hydroxy)sulfane dioxide (0.938 g, 8.30 mmol) dissolved in Ethanol (18 ml) and the mixture stirred at 25° C. for 48 hr. The solvents were concentrated in vacuo and the residue was dissolved in ethyl acetate (50 mL). The solution was washed with saturated sodium bicarbonate solution (25 mL), aqueous phase back extracted wit... Starting materials: [H-].[Na+] (Sodium hydride), BrCC(CO)(CBr)CBr (3-bromo-2,2-bis(bromomethyl)propanol), C(C=C)Br (allyl bromide). Reaction conditions: temperature 22 celsius, time 3 hour. Yields the product BrCC(COCC=C)(CBr)CBr (3-(3-bromo-2,2-bis(bromomethyl)propoxy)prop-1-ene). The yield is 88.6%. As a reaction SMILES: [H-].[Na+].[Br:3][CH2:4][C:5]([CH2:10][Br:11])([CH2:8][Br:9])[CH2:6][OH:7].[CH2:12](Br)[CH:13]=[CH2:14]>>[Br:3][CH2:4][C:5]([CH2:10][Br:11])([CH2:8][Br:9])[CH2:6][O:7][CH2:14][CH:13]=[CH2:12] |f:0.1|. Reported procedure: Sodium hydride (1.67 g, 42 mmol) was added carefully to 3-bromo-2,2-bis(bromomethyl)propanol (9.75 g, 30 mmol) and allyl bromide (12.9 ml, 150 mmol) in dry and degassed DMF (40 ml) under nitrogen at 0° C. The temperature was then increased to room temperature (22° C.) and the reaction mixture was stirred for another 3 h. The reaction mixture was then carefully added to an aqueous saturated NH4Cl (50 ml). The H2O-phase was then extracted with diethyl ether (2×50 ml) and the combined organic phase... Starting materials: FC=1C=CC(=C(C(=O)OC)C1)[N+](=O)[O-] (Methyl 5-fluoro-2-nitrobenzoate), [Na] (sodium), ClC1=C(C=C(C=C1)O)C (4-chloro-3-methylphenol), C1(=CC=CC=C1)O (phenol), [H-].[Na+] (sodium hydride). The solvent is CN(C=O)C (dimethylformamide). Product: ClC1=C(C=C(OC=2C=CC(=C(C(=O)OC)C2)[N+](=O)[O-])C=C1)C (methyl 5(4-chloro-3-methylphenoxy)-2-nitrobenzoate). Reaction SMILES: F[C:2]1[CH:3]=[CH:4][C:5]([N+:12]([O-:14])=[O:13])=[C:6]([CH:11]=1)[C:7]([O:9][CH3:10])=[O:8].[Na].[Cl:16][C:17]1[CH:22]=[CH:21][C:20]([OH:23])=[CH:19][C:18]=1[CH3:24].[H-].[Na+].C1(O)C=CC=CC=1>CN(C)C=O>[Cl:16][C:17]1[CH:22]=[CH:21][C:20]([O:23][C:2]2[CH:3]=[CH:4][C:5]([N+:12]([O-:14])=[O:13])=[C:6]([CH:11]=2)[C:7]([O:9][CH3:10])=[O:8])=[CH:19][C:18]=1[CH3:24] |f:3.4,^1:14|. Procedure: Methyl 5-fluoro-2-nitrobenzoate was reacted with the sodium salt of 4-chloro-3-methylphenol (prepared from sodium hydride and the phenol) in dimethylformamide at 100° C. for 2.5 hours and the resulting methyl 5(4-chloro-3-methylphenoxy)-2-nitrobenzoate isolated in the usual way; the ester had a melting point of 85°-87° C. Starting materials: CCOC(C)=O, CN(C)C=O, CS(=O)(=O)OC1CC(C(=O)O)N(C(=O)OCc2ccc([N+](=O)[O-])cc2)C1, C1CCOC1, O, O=C1NCCN1CCO, O=P(Cl)(Cl)Cl, O=S(=O)(O)O. The product is CS(=O)(=O)OC1CC(C(=O)N2CCN(CCO)C2=O)N(C(=O)OCc2ccc([N+](=O)[O-])cc2)C1. Reaction SMILES: [CH3:52][CH2:53][O:54][C:55](=[O:56])[CH3:57].[CH3:58][N:59]([CH3:60])[CH:61]=[O:62].[CH3:6][S:7](=[O:8])(=[O:9])[O:10][CH:11]1[CH2:12][CH:13]([C:29](=[O:30])[OH:31])[N:14]([C:16](=[O:17])[O:18][CH2:19][c:20]2[cH:21][cH:22][c:23]([N+:26](=[O:27])[O-:28])[cH:24][cH:25]2)[CH2:15]1.[O:46]1[CH2:47][CH2:48][CH2:49][CH2:50]1.[OH2:51].[OH:32][CH2:33][CH2:34][N:35]1[C:36](=[O:40])[NH:37][CH2:38][CH2:39]1.[P:1]([Cl:2])([Cl:3])([Cl:4])=[O:5].[S:41](=[O:42])(=[O:43])([OH:44])[OH:45]>>[CH3:6][S:7](=[O:8])(=[O:9])[O:10][CH:11]1[CH2:12][CH:13]([C:29](=[O:31])[N:37]2[C:36](=[O:40])[N:35]([CH2:34][CH2:33][OH:32])[CH2:39][CH2:38]2)[N:14]([C:16](=[O:17])[O:18][CH2:19][c:20]2[cH:21][cH:22][c:23]([N+:26](=[O:27])[O-:28])[cH:24][cH:25]2)[CH2:15]1. The yield is 79.0%. Yields the product C(C)(C)(C)OC(=O)NCCCS(=O)C1=CC=NC=C1 (4-[3-(t-butoxycarbonylamino)propylsulfinyl]pyridine). Procedure details: To a solution of 4.03 g (15.0 mmol) of 4-[3-(t-butoxycarbonylamino)propylthio]pyridine in 100 ml of methylene chloride, 3.05 g (15.0 mmol) of m-chloroperbenzoic acid was added with stirring under ice-cooling, and the mixture was stirred at the same temperature for 1 hour. The reaction mixture was washed two times with saturated aqueous sodium bicarbonate and dried over anhydrous magnesium sulfate. The solvent was distilled off and the residue was purified by column chromatography (eluent: ethyl ... Solvent: C(Cl)Cl (methylene chloride). As a reaction SMILES: [C:1]([O:5][C:6]([NH:8][CH2:9][CH2:10][CH2:11][S:12][C:13]1[CH:18]=[CH:17][N:16]=[CH:15][CH:14]=1)=[O:7])([CH3:4])([CH3:3])[CH3:2].ClC1C=CC=C(C(OO)=[O:27])C=1>C(Cl)Cl>[C:1]([O:5][C:6]([NH:8][CH2:9][CH2:10][CH2:11][S:12]([C:13]1[CH:18]=[CH:17][N:16]=[CH:15][CH:14]=1)=[O:27])=[O:7])([CH3:4])([CH3:2])[CH3:3]. Reactants: C(C)(C)(C)OC(=O)NCCCSC1=CC=NC=C1 (4-[3-(t-butoxycarbonylamino)propylthio]pyridine), ClC1=CC(=CC=C1)C(=O)OO (m-chloroperbenzoic acid). Starting materials: CC(C)C(=O)Cl, CN(C)c1ccccn1, CC(C)(C)OC(=O)N1CCCC(CO)C1, c1ccncc1. Yields the product CC(C)C(=O)OCC1CCCN(C(=O)OC(C)(C)C)C1. RXN SMILES: [C:25]([CH:26]([CH3:27])[CH3:28])(=[O:29])[Cl:30].[CH3:1][N:2]([c:3]1[cH:4][cH:5][cH:6][cH:7][n:8]1)[CH3:9].[OH:10][CH2:11][CH:12]1[CH2:13][N:14]([C:18](=[O:19])[O:20][C:21]([CH3:22])([CH3:23])[CH3:24])[CH2:15][CH2:16][CH2:17]1.[cH:31]1[cH:32][cH:33][n:34][cH:35][cH:36]1>>[O:10]([CH2:11][CH:12]1[CH2:13][N:14]([C:18](=[O:19])[O:20][C:21]([CH3:22])([CH3:23])[CH3:24])[CH2:15][CH2:16][CH2:17]1)[C:25]([CH:26]([CH3:27])[CH3:28])=[O:29].